Dataset: the Open Reaction Database (ORD), a public repository of structured organic reaction records. Task: describe an organic reaction: reactants, conditions, products, and yield Starting materials: O=C([O-])O, CC(C)c1nc(CCOCc2ccccc2)n(CCO)c1Sc1cc(Cl)cc(Cl)c1, Cl, [Na+]. The product is CC(C)c1nc(CCO)n(CCO)c1Sc1cc(Cl)cc(Cl)c1. Reaction SMILES: [C:31](=[O:32])([O-:33])[OH:34].[CH2:1]([c:2]1[cH:3][cH:4][cH:5][cH:6][cH:7]1)[O:8][CH2:9][CH2:10][c:11]1[n:12]([CH2:28][CH2:29][OH:30])[c:13]([S:19][c:20]2[cH:21][c:22]([Cl:27])[cH:23][c:24]([Cl:26])[cH:25]2)[c:14]([CH:16]([CH3:17])[CH3:18])[n:15]1.[ClH:36].[Na+:35]>>[OH:8][CH2:9][CH2:10][c:11]1[n:12]([CH2:28][CH2:29][OH:30])[c:13]([S:19][c:20]2[cH:21][c:22]([Cl:27])[cH:23][c:24]([Cl:26])[cH:25]2)[c:14]([CH:16]([CH3:17])[CH3:18])[n:15]1. Reactants: CC(=O)c1cc2c(S(=O)(=O)NCC(=O)O)ccc(O)c2o1, BrCc1ccccc1, [K+], [K+], O=C([O-])[O-], CN(C)C=O, O. The product is CC(=O)c1cc2c(S(=O)(=O)NCC(=O)O)ccc(OCc3ccccc3)c2o1. RXN SMILES: [C:1]([CH3:2])(=[O:3])[c:4]1[o:5][c:6]2[c:7]([cH:8]1)[c:9]([S:14]([NH:15][CH2:16][C:17](=[O:18])[OH:19])(=[O:20])=[O:21])[cH:10][cH:11][c:12]2[OH:13].[CH2:28]([c:29]1[cH:30][cH:31][cH:32][cH:33][cH:34]1)[Br:35].[K+:22].[K+:23].[O-:24][C:25]([O-:26])=[O:27].[O:37]=[CH:38][N:39]([CH3:40])[CH3:41].[OH2:36]>>[C:1]([CH3:2])(=[O:3])[c:4]1[o:5][c:6]2[c:7]([cH:8]1)[c:9]([S:14]([NH:15][CH2:16][C:17](=[O:18])[OH:19])(=[O:20])=[O:21])[cH:10][cH:11][c:12]2[O:13][CH2:28][c:29]1[cH:30][cH:31][cH:32][cH:33][cH:34]1. Starting materials: Cl.OC1=C(C=CC2=C1C(=C(O2)CC2=CC=C(C=C2)OC)C)CN(C)C (4-hydroxy-5-dimethylaminomethyl-2-(4'-methoxyphenylmethyl)-3-methyl-benzofuran hydrochloride), [BH4-].[Na+] (sodium borohydride), Cl (HCl). Solvent: C(C)O (ethanol). Yields the product OC1=C(C=C(C2=C1C(=C(O2)CC2=CC=C(C=C2)OC)C)Cl)C (4-hydroxy-7-chloro-3,5-dimethyl-2-(4'-methoxyphenylmethyl)benzofuran). RXN SMILES: [ClH:1].[OH:2][C:3]1[C:8]2[C:9]([CH3:21])=[C:10]([CH2:12][C:13]3[CH:18]=[CH:17][C:16]([O:19][CH3:20])=[CH:15][CH:14]=3)[O:11][C:7]=2[CH:6]=[CH:5][C:4]=1[CH2:22]N(C)C.[BH4-].[Na+].Cl>C(O)C>[OH:2][C:3]1[C:8]2[C:9]([CH3:21])=[C:10]([CH2:12][C:13]3[CH:18]=[CH:17][C:16]([O:19][CH3:20])=[CH:15][CH:14]=3)[O:11][C:7]=2[C:6]([Cl:1])=[CH:5][C:4]=1[CH3:22] |f:0.1,2.3|. Procedure: To a solution of (177) (Example 45) (0.106 g, 0.3 mmol) in 5 mL ethanol was added sodium borohydride (0.111 g, 3 mmol). The mixture was refluxed for 1 h, cooled and poured into cold dilute HCl (1N). Extraction with ethyl acetate, followed by chromatography of the concentrated organic extract gave the title compound. The reactants are CCBr, CC1CCCC(C)(C)C1=O, CCOCC, [Cl-], [Mg], [NH4+], C#CC(C)(O)C=CC=C(C)C=C, c1ccccc1. The product is C=CC(C)=CC=CC(C)(O)CCC1(O)C(C)CCCC1(C)C. RXN SMILES: [CH2:1]([Br:2])[CH3:3].[CH3:17][C:18]1([CH3:26])[C:19](=[O:25])[CH:20]([CH3:24])[CH2:21][CH2:22][CH2:23]1.[CH3:29][CH2:30][O:31][CH2:32][CH3:33].[Cl-:27].[Mg:4].[NH4+:28].[OH:5][C:6]([C:7]#[CH:8])([CH:9]=[CH:10][CH:11]=[C:12]([CH:13]=[CH2:14])[CH3:15])[CH3:16].[cH:34]1[cH:35][cH:36][cH:37][cH:38][cH:39]1>>[OH:5][C:6]([CH2:7][CH2:8][C:19]1([OH:25])[C:18]([CH3:17])([CH3:26])[CH2:23][CH2:22][CH2:21][CH:20]1[CH3:24])([CH:9]=[CH:10][CH:11]=[C:12]([CH:13]=[CH2:14])[CH3:15])[CH3:16]. Reactants: [Cl-].[Al+3].[Cl-].[Cl-] (aluminum chloride), C(C1=CC=C(C=C1)OC)(=O)Cl (p-anisoyl chloride), ClC1=C(C=CC=C1Cl)OC (2,3-dichloroanisole), [Cl-].[Al+3].[Cl-].[Cl-] (aluminum chloride), Cl (hydrochloric acid). Run in C1=CC=CC=C1 (benzene), C1=CC=CC=C1 (benzene). Reaction conditions: temperature 5 celsius, time 48 hour. The product is ClC1=C(C=CC(=C1Cl)C(C1=CC=C(C=C1)O)=O)O (2,3-dichloro-4-(4-hydroxybenzoyl)phenol). Isolated yield 58.7%. RXN SMILES: [C:1](Cl)(=[O:10])[C:2]1[CH:7]=[CH:6][C:5]([O:8]C)=[CH:4][CH:3]=1.[Cl:12][C:13]1[C:18]([Cl:19])=[CH:17][CH:16]=[CH:15][C:14]=1[O:20]C.[Cl-].[Al+3].[Cl-].[Cl-].Cl>C1C=CC=CC=1>[Cl:12][C:13]1[C:18]([Cl:19])=[C:17]([C:1](=[O:10])[C:2]2[CH:7]=[CH:6][C:5]([OH:8])=[CH:4][CH:3]=2)[CH:16]=[CH:15][C:14]=1[OH:20] |f:2.3.4.5|. Procedure: A mixture of 15.4 g of p-anisoyl chloride and 17.7 g of 2,3-dichloroanisole in 80 ml of dry benzene is cooled at 5° C. After adding 13.3 g of anhydrous aluminum chloride in portions at 5° to 10° C. over a period of five minutes, the cloudy greenish mixture is warmed up to room temperature and then stirred for 48 hours. It is then cooled at 15° C. and 25 ml more of dry benzene is added, followed by the addition of 26.6 g of anhydrous aluminum chloride in portions at 15° C. over a period of five m... Starting materials: C(C(O)CC(=O)O)(=O)O (malic acid), C1(=CC=CC=C1)COCC[C@H](CO)O ((R)-4-phenylmethoxy-1,2-butanediol), C1(=CC=CC=C1)COCC[C@H]1OC1 ((R)-(2-phenylmethoxyethyl)oxirane), OC(CCCC=C)CCOCC1=CC=CC=C1 (6-hydroxy-8-(phenylmethoxy)-l-octene). Product: O[C@@H](CCCCC(=O)OC)CCO (methyl (6S)-6,8-dihydroxyoctanoate). Reaction SMILES: [C:1]([OH:9])(=[O:8])[CH:2]([CH2:4][C:5](O)=O)O.C1(C[O:17][CH2:18][CH2:19][C@@H:20]([OH:23])[CH2:21]O)C=CC=CC=1.[C:24]1(COCC[C@@H]2CO2)C=CC=CC=1.OC(CCOCC1C=CC=CC=1)CCCC=C>>[OH:23][C@H:20]([CH2:19][CH2:18][OH:17])[CH2:21][CH2:5][CH2:4][CH2:2][C:1]([O:9][CH3:24])=[O:8]. Procedure details: Chem. Soc. Perkin Trans. I (1988) 9 describes the preparation thereof from the malic acid derivative (S)-4-phenylmethoxy-1,2-butanediol by a multistage reaction sequence with the intermediates (R)-4-phenylmethoxy-1,2-butanediol, (R)-(2-phenylmethoxyethyl)oxirane, 6-hydroxy-8-(phenylmethoxy)-l-octene to give methyl (6S)-6,8-dihydroxyoctanoate. Reactants: [NH4+].[Cl-] (NH4Cl), CC1=NN=NN1 (5-methyltetrazole), S1C=C(C=C1)C=NO (3-thiophene carboxaldehyde oxime), ClN1C(CCC1=O)=O (N-chlorosuccinimide), [NH4+].[Cl-] (NH4Cl). Run in ClCCl (dichloromethane), CN(C)C=O (DMF). Run at time 1 hour. The product is CC1=NN=NN1C(=NO)C1=CSC=C1 (5-methyl-1-(3-thiophenecarbohydroximoyl)-tetrazole), CC=1N=NN(N1)C(=NO)C1=CSC=C1 (5-methyl-2-(3-thiophenecarbohydroximoyl)-tetrazole). The yield is 13.7%. RXN SMILES: [S:1]1[CH:5]=[CH:4][C:3]([CH:6]=[N:7][OH:8])=[CH:2]1.ClN1C(=O)CCC1=O.[NH4+].[Cl-].[CH3:19][C:20]1[NH:24][N:23]=[N:22][N:21]=1>CN(C=O)C.ClCCl>[CH3:19][C:20]1[N:24]([C:6]([C:3]2[CH:4]=[CH:5][S:1][CH:2]=2)=[N:7][OH:8])[N:23]=[N:22][N:21]=1.[CH3:19][C:20]1[N:21]=[N:22][N:23]([C:6]([C:3]2[CH:4]=[CH:5][S:1][CH:2]=2)=[N:7][OH:8])[N:24]=1 |f:2.3|. Procedure details: To a solution of 3-thiophene carboxaldehyde oxime (8 g, 62.9 mmol) in DMF (80 ml) is added N-chlorosuccinimide (8.8 g, 66 mmol) portionwise, while maintaining the reaction temperature below 45° C. On complete addition, the mixture is stirred one hour at room temperature before being poured into a saturated aqueous NH4Cl solution. The mixture is extracted with ethyl acetate. The organic layer is washed successively with water and brine, dried (MgSO4), filtered and concentrated. The residue and 5-...